Dataset: the Open Reaction Database (ORD), a public repository of structured organic reaction records. Task: describe an organic reaction: reactants, conditions, products, and yield Starting materials: C1CCOC1, [Li+], [OH-], O, O, COC(=O)c1cc2cc(-c3ccccc3)ccc2s1. Product: O=C(O)c1cc2cc(-c3ccccc3)ccc2s1. As a reaction SMILES: [CH2:23]1[O:24][CH2:25][CH2:26][CH2:27]1.[Li+:21].[OH-:20].[OH2:22].[OH2:28].[c:1]1(-[c:7]2[cH:8][c:9]3[c:10]([s:11][c:12]([C:14](=[O:15])[O:16][CH3:17])[cH:13]3)[cH:18][cH:19]2)[cH:2][cH:3][cH:4][cH:5][cH:6]1>>[c:1]1(-[c:7]2[cH:8][c:9]3[c:10]([s:11][c:12]([C:14](=[O:15])[OH:16])[cH:13]3)[cH:18][cH:19]2)[cH:2][cH:3][cH:4][cH:5][cH:6]1.